From a dataset of the Open Reaction Database (ORD), a public repository of structured organic reaction records. describe an organic reaction: reactants, conditions, products, and yield The reactants are CC(C)(C)OC(=O)N1CCC(O)C1C(=O)NC1CC1, ClCCl, O=C(O)C(F)(F)F. Yields the product O=C(NC1CC1)C1NCCC1O. RXN SMILES: [C:1]([O:2][C:3](=[O:4])[N:8]1[CH:9]([C:14]([NH:15][CH:16]2[CH2:17][CH2:18]2)=[O:19])[CH:10]([OH:13])[CH2:11][CH2:12]1)([CH3:5])([CH3:6])[CH3:7].[Cl:27][CH2:28][Cl:29].[F:20][C:21]([F:22])([F:23])[C:24]([OH:25])=[O:26]>>[NH:8]1[CH:9]([C:14]([NH:15][CH:16]2[CH2:17][CH2:18]2)=[O:19])[CH:10]([OH:13])[CH2:11][CH2:12]1.